Dataset: the Open Reaction Database (ORD), a public repository of structured organic reaction records. Task: describe an organic reaction: reactants, conditions, products, and yield The reactants are Cl.C1(CC1)CN1[C@H]2[C@@H]3CC(OC[C@@]3(C=3C=C(C=CC3C2)O)CC1)(C)C (17-Cyclopropylmethyl-7,7-dimethyl-3-hydroxy-6-oxamorphinan Hydrochloride), C(C)(=O)Cl (acetyl chloride), N1=CC=CC=C1 (pyridine). The solvent is C(Cl)Cl (methylene chloride). Product: C(C)(=O)OC=1C=CC=2C[C@@H]3[C@@H]4CC(OC[C@@]4(C2C1)CCN3CC3CC3)(C)C (3-Acetoxy-17-cyclopropylmethyl-7,7-dimethyl-6-oxamorphinan). RXN SMILES: Cl.[CH:2]1([CH2:5][N:6]2[CH2:23][CH2:22][C@@:13]34[C:14]5[CH:15]=[C:16]([OH:21])[CH:17]=[CH:18][C:19]=5[CH2:20][C@@H:7]2[C@@H:8]3[CH2:9][C:10]([CH3:25])([CH3:24])[O:11][CH2:12]4)[CH2:4][CH2:3]1.[C:26](Cl)(=[O:28])[CH3:27].N1C=CC=CC=1>C(Cl)Cl>[C:26]([O:21][C:16]1[CH:17]=[CH:18][C:19]2[CH2:20][C@H:7]3[N:6]([CH2:5][CH:2]4[CH2:4][CH2:3]4)[CH2:23][CH2:22][C@@:13]4([C:14]=2[CH:15]=1)[C@H:8]3[CH2:9][C:10]([CH3:25])([CH3:24])[O:11][CH2:12]4)(=[O:28])[CH3:27] |f:0.1|. Reported procedure: Equimolar amounts of 17-cyclopropylmethyl-7,7-dimethyl-3-hydroxy-6-oxamorphinan (XIV, prepared in Example 5), acetyl chloride and pyridine are mixed together in dry methylene chloride and heated at reflux temperature for 3 hours to produce the title compound. Starting materials: O=C([O-])O, CC(C)(C)OC(=O)N1CCN2C(=O)OC(c3ccccc3)(c3ccccc3)C2C1, ClCCl, [Na+], O=C(O)C(F)(F)F. Product: O=C1OC(c2ccccc2)(c2ccccc2)C2CNCCN12. Reaction SMILES: [C:37](=[O:38])([O-:39])[OH:40].[CH3:1][C:2]([O:3][C:4](=[O:5])[N:8]1[CH2:9][CH:10]2[N:11]([CH2:12][CH2:13]1)[C:14](=[O:29])[O:15][C:16]2([c:17]1[cH:18][cH:19][cH:20][cH:21][cH:22]1)[c:23]1[cH:24][cH:25][cH:26][cH:27][cH:28]1)([CH3:6])[CH3:7].[Cl:42][CH2:43][Cl:44].[Na+:41].[OH:30][C:31]([C:32]([F:33])([F:34])[F:35])=[O:36]>>[NH:8]1[CH2:9][CH:10]2[N:11]([CH2:12][CH2:13]1)[C:14](=[O:29])[O:15][C:16]2([c:17]1[cH:18][cH:19][cH:20][cH:21][cH:22]1)[c:23]1[cH:24][cH:25][cH:26][cH:27][cH:28]1. Starting materials: CN(C(C1=C(C=CC=C1)SC1=C(C=C(C=C1)Br)[N+](=O)[O-])=O)C (N,N-Dimethyl-2-[(4-bromo-2-nitrophenyl)thio]-benzamide), BrC1=CC(=C(C=C1)SC1=C(C(=O)O)C=CC=C1)[N+](=O)[O-] (2-[(4-bromo-2-nitrophenyl)thio]benzoic acid), CN(C(C1=C(C=CC=C1)SC1=C(C=C(C=C1)Br)[N+](=O)[O-])=O)C (N,N-Dimethyl-2-[(4-bromo-2-nitrophenyl)-thio]-benzamide), S(=O)(Cl)Cl (thionyl chloride), CNC (dimethylamine), [H][H] (hydrogen). Reagents/catalysts: [C].[Pd] (palladium carbon). Yields the product NC1=C(C=CC(=C1)Br)SC1=C(CC(C(=O)N)(C)C)C=CC=C1 ([2-((2-amino-4-bromo-phenyl)thio)benzyl]dimethylacetamide). RXN SMILES: [Br:1][C:2]1[CH:7]=[CH:6][C:5]([S:8][C:9]2[CH:17]=[CH:16][CH:15]=[CH:14][C:10]=2[C:11](O)=O)=[C:4]([N+:18]([O-])=O)[CH:3]=1.S(Cl)(Cl)=O.CNC.C[N:29](C)[C:30](=[O:48])[C:31]1[CH:36]=CC=C[C:32]=1SC1C=CC(Br)=CC=1[N+]([O-])=O.[H][H]>[C].[Pd]>[NH2:18][C:4]1[CH:3]=[C:2]([Br:1])[CH:7]=[CH:6][C:5]=1[S:8][C:9]1[CH:17]=[CH:16][CH:15]=[CH:14][C:10]=1[CH2:11][C:31]([CH3:36])([CH3:32])[C:30]([NH2:29])=[O:48] |f:5.6|. Reported procedure: In order to achieve the above objects, a method for preparing a radiotracer precursor SnADAM of the present invention includes following steps. First, 2-[(4-bromo-2-nitrophenyl)thio]benzoic acid is activated by thionyl chloride (SOCl2) and reacted with dimethylamine to carry out an amidation reaction for production of N,N-Dimethyl-2-[(4-bromo-2-nitrophenyl)-thio]-benzamide. Then catalyze and reduce N,N-Dimethyl-2-[(4-bromo-2-nitrophenyl)thio]-benzamide by using palladium carbon catalyst and hydr... The reactants are Cl (HCl), FC=1C=CC(=NC1)COC1=CC(N(C=C1)C=1C=CC2=C(N(C=3CCN(CCC32)C(=O)OC(C)(C)C)C)N1)=O (tert-butyl 2-(4-((5-fluoropyridin-2-yl)methoxy)-2-oxopyridin-1(2H)-yl)-10-methyl-5,8,9,10-tetrahydropyrido[3′,2′:4,5]pyrrolo[2,3-d]azepine-7(6H)-carboxylate). The solvent is CCOCC (Et2O), CO (MeOH). Run at time 20 hour. Yields the product Cl.FC=1C=CC(=NC1)COC1=CC(N(C=C1)C=1C=CC2=C(N(C=3CCNCCC32)C)N1)=O (4((5-Fluoropyridin-2-yl)methoxy)-1-(10-methyl-5,6,7,8,9,10-hexahydropyrido[3′,2′:4,5]pyrrolo[2,3-d]azepin-2-yl)pyridin-2(1H)-one hydrochloride). Isolated yield 92.0%. Reaction SMILES: [ClH:1].[F:2][C:3]1[CH:4]=[CH:5][C:6]([CH2:9][O:10][C:11]2[CH:16]=[CH:15][N:14]([C:17]3[CH:18]=[CH:19][C:20]4[C:29]5[CH2:28][CH2:27][N:26](C(OC(C)(C)C)=O)[CH2:25][CH2:24][C:23]=5[N:22]([CH3:37])[C:21]=4[N:38]=3)[C:13](=[O:39])[CH:12]=2)=[N:7][CH:8]=1>CO.CCOCC>[ClH:1].[F:2][C:3]1[CH:4]=[CH:5][C:6]([CH2:9][O:10][C:11]2[CH:16]=[CH:15][N:14]([C:17]3[CH:18]=[CH:19][C:20]4[C:29]5[CH2:28][CH2:27][NH:26][CH2:25][CH2:24][C:23]=5[N:22]([CH3:37])[C:21]=4[N:38]=3)[C:13](=[O:39])[CH:12]=2)=[N:7][CH:8]=1 |f:4.5|. Procedure details: 1.25 M HCl in MeOH (6.0 mL) was added to tert-butyl 2-(4-((5-fluoropyridin-2-yl)methoxy)-2-oxopyridin-1(2H)-yl)-10-methyl-5,8,9,10-tetrahydropyrido[3′,2′:4,5]pyrrolo[2,3-d]azepine-7(6H)-carboxylate (0.12 g, 0.22 mmol) and the resulting solution was stirred under N2 at ambient temperature for 20 h. The resulting suspension was diluted with Et2O (30 mL), and the resulting solids were collected by filtration to provide the title compound (92 mg, 92%) as an off-white solid: mp 238-240° C.; 1H NMR (5... The solvent is O1CCCC1 (tetrahydrofuran). Reported procedure: 2.00 g (11.5 mmol) of diethyl azodicarboxylate are added dropwise at 0° C. to 3.00 g (11.5 mmol) of triphenylphosphine in 50 ml of tetrahydrofuran, and the mixture is stirred at room temperature for 30 minutes. 2.42 g (7.7 mmol) of 2-fluoro-3-hydroxy-6-(4-octyloxyphenyl)pyridine and 1.00 g (7.7 mmol) of 1-octanol are then added. After a reaction time of 18 hours at room temperature, the solvent is distilled off, and the residue is purified by chromatography (silica gel, 95:5 hexane/ethyl acetate... Reactants: N(=NC(=O)OCC)C(=O)OCC (diethyl azodicarboxylate), C1(=CC=CC=C1)P(C1=CC=CC=C1)C1=CC=CC=C1 (triphenylphosphine), FC1=NC(=CC=C1O)C1=CC=C(C=C1)OCCCCCCCC (2-fluoro-3-hydroxy-6-(4-octyloxyphenyl)pyridine), C(CCCCCCC)O (1-octanol). The product is FC1=NC(=CC=C1OCCCCCCCC)C1=CC=C(C=C1)OCCCCCCCC (2-fluoro-3-octyloxy-6-(4-octyloxyphenyl)pyridine). Conditions: time 30 minute. The yield is 41.7%. As a reaction SMILES: N(C(OCC)=O)=NC(OCC)=O.C1(P(C2C=CC=CC=2)C2C=CC=CC=2)C=CC=CC=1.[F:32][C:33]1[C:38]([OH:39])=[CH:37][CH:36]=[C:35]([C:40]2[CH:45]=[CH:44][C:43]([O:46][CH2:47][CH2:48][CH2:49][CH2:50][CH2:51][CH2:52][CH2:53][CH3:54])=[CH:42][CH:41]=2)[N:34]=1.[CH2:55](O)[CH2:56][CH2:57][CH2:58][CH2:59][CH2:60][CH2:61][CH3:62]>O1CCCC1>[F:32][C:33]1[C:38]([O:39][CH2:55][CH2:56][CH2:57][CH2:58][CH2:59][CH2:60][CH2:61][CH3:62])=[CH:37][CH:36]=[C:35]([C:40]2[CH:45]=[CH:44][C:43]([O:46][CH2:47][CH2:48][CH2:49][CH2:50][CH2:51][CH2:52][CH2:53][CH3:54])=[CH:42][CH:41]=2)[N:34]=1.